describe an organic reaction: reactants, conditions, products, and yield From a dataset of the Open Reaction Database (ORD), a public repository of structured organic reaction records. The reactants are [K] (potassium), BrC(COP(OCC(CBr)Br)(O)=O)CBr (bis-(2,3-dibromopropyl) phosphoric acid). Yields the product P(=O)(OCC(CBr)Br)(OCC(CBr)Br)OCC(CBr)Br (tris-(2,3-dibromopropyl) phosphate). RXN SMILES: [K].[Br:2][CH:3]([CH2:15][Br:16])[CH2:4][O:5][P:6](=[O:14])([OH:13])[O:7][CH2:8][CH:9]([Br:12])[CH2:10][Br:11]>>[P:6]([O:13][CH2:4][CH:3]([Br:2])[CH2:15][Br:16])([O:5][CH2:4][CH:3]([Br:2])[CH2:15][Br:16])([O:7][CH2:8][CH:9]([Br:12])[CH2:10][Br:11])=[O:14] |^1:0|. Procedure details: An emulsion containing the potassium salt of bis-(2,3-dibromopropyl) phosphoric acid and tris-(2,3-dibromopropyl) phosphate was formed by adding 25 gms of the emulsion concentrate from Example 2 to 975 gms of water with stirring at room temperature. The reactants are O=C1N2[C@H](C=3N(C4=C1C=CC=C4)C=NC3C(=O)OC(C)(C)C)CC2 (t-butyl (S)-12,12a-dihydro-9-oxo-9H,11H-azeto[2,1-c]imidazo[1,5-a][1,4]benzodiazepine-1-carboxylate). The solvent is FC(C(=O)O)(F)F (trifluoroacetic acid). Reaction conditions: time 1 hour. Product: O=C1N2[C@H](C=3N(C4=C1C=CC=C4)C=NC3C(=O)O)CC2 ((S)-12,12a-dihydro-9-oxo-9H,11H-azeto[2,1-c]imidazo[1,5-a][1,4]benzodiazepine-1-carboxylic acid). RXN SMILES: [O:1]=[C:2]1[C:8]2[CH:9]=[CH:10][CH:11]=[CH:12][C:7]=2[N:6]2[CH:13]=[N:14][C:15]([C:16]([O:18]C(C)(C)C)=[O:17])=[C:5]2[C@@H:4]2[CH2:23][CH2:24][N:3]12>FC(F)(F)C(O)=O>[O:1]=[C:2]1[C:8]2[CH:9]=[CH:10][CH:11]=[CH:12][C:7]=2[N:6]2[CH:13]=[N:14][C:15]([C:16]([OH:18])=[O:17])=[C:5]2[C@@H:4]2[CH2:23][CH2:24][N:3]12. Procedure: 1.77 g (5.4 mmol) of t-butyl (S)-12,12a-dihydro-9-oxo-9H,11H-azeto[2,1-c]imidazo[1,5-a][1,4]benzodiazepine-1-carboxylate are stirred in 14 ml of trifluoroacetic acid at 50° for 3 hours and at 65° for 3.5 hours. Subsequently, the mixture is evaporated to dryness and the residue is heated on a steam-bath for 2.5 hours in a high vacuum. The material is treated with ether, stirred for 1 hour while cooling with ice, the solid material is filtered off under suction while back-washing with ether and th... Starting materials: ClCCCl, CCNCC, ClCCl, COc1c2c(c(O)c3ncccc13)C(=O)N(Cc1ccc(F)cc1)C2SCCC(=O)O. Product: CCN(CC)C(=O)CCSC1c2c(c(O)c3ncccc3c2OC)C(=O)N1Cc1ccc(F)cc1. As a reaction SMILES: [CH2:32]([Cl:33])[CH2:34][Cl:35].[CH2:36]([CH3:37])[NH:38][CH2:39][CH3:40].[Cl:41][CH2:42][Cl:43].[F:1][c:2]1[cH:3][cH:4][c:5]([CH2:6][N:7]2[CH:8]([S:24][CH2:25][CH2:26][C:27](=[O:28])[OH:29])[c:9]3[c:10]([O:22][CH3:23])[c:11]4[cH:12][cH:13][cH:14][n:15][c:16]4[c:17]([OH:21])[c:18]3[C:19]2=[O:20])[cH:30][cH:31]1>>[F:1][c:2]1[cH:3][cH:4][c:5]([CH2:6][N:7]2[CH:8]([S:24][CH2:25][CH2:26][C:27](=[O:28])[N:38]([CH2:36][CH3:37])[CH2:39][CH3:40])[c:9]3[c:10]([O:22][CH3:23])[c:11]4[cH:12][cH:13][cH:14][n:15][c:16]4[c:17]([OH:21])[c:18]3[C:19]2=[O:20])[cH:30][cH:31]1. Reactants: CC[O-], CCO, Oc1ccc(Cl)cc1, Clc1cnc(SCI)nc1, [Na+]. Product: Clc1ccc(OCSc2ncc(Cl)cn2)cc1. As a reaction SMILES: [CH3:19][CH2:20][O-:21].[CH3:23][CH2:24][OH:25].[Cl:11][c:12]1[cH:13][cH:14][c:15]([OH:18])[cH:16][cH:17]1.[I:1][CH2:2][S:3][c:4]1[n:5][cH:6][c:7]([Cl:10])[cH:8][n:9]1.[Na+:22]>>[CH2:2]([S:3][c:4]1[n:5][cH:6][c:7]([Cl:10])[cH:8][n:9]1)[O:18][c:15]1[cH:14][cH:13][c:12]([Cl:11])[cH:17][cH:16]1. The reactants are Cl (hydrochloride), product, BrC=1C=C2C(C(=C(OC2=C(C1)C(=O)OCCN1CCOCC1)C1=CC=CC=C1)C)=O (morpholinoethyl 6-bromo-3-methylflavone-8-carboxylate). Product: ClC=1C=C2C(C(=C(OC2=C(C1)C(=O)OCCN1CCOCC1)C1=CC=CC=C1)C)=O (morpholinoethyl 6-chloro-3-methylflavone-8-carboxylate). Reaction SMILES: [ClH:1].Br[C:3]1[CH:4]=[C:5]2[C:10](=[C:11]([C:13]([O:15][CH2:16][CH2:17][N:18]3[CH2:23][CH2:22][O:21][CH2:20][CH2:19]3)=[O:14])[CH:12]=1)[O:9][C:8]([C:24]1[CH:29]=[CH:28][CH:27]=[CH:26][CH:25]=1)=[C:7]([CH3:30])[C:6]2=[O:31]>>[Cl:1][C:3]1[CH:4]=[C:5]2[C:10](=[C:11]([C:13]([O:15][CH2:16][CH2:17][N:18]3[CH2:23][CH2:22][O:21][CH2:20][CH2:19]3)=[O:14])[CH:12]=1)[O:9][C:8]([C:24]1[CH:29]=[CH:28][CH:27]=[CH:26][CH:25]=1)=[C:7]([CH3:30])[C:6]2=[O:31]. Procedure: The procedure of Example 13 was repeated with the exception of using 37.3 g (0.10 mole) of methyl 6-bromo-3-methylflavone-8-carboxylate in place of methyl 6-chloro-3-methylflavone-8-carboxylate, giving 44 g (93.2%) of crystals. The hydrochloride of the product melts at 205.0° to 208.0° C. The crystals were found to be identical with the product obtained in Example 9.